From a dataset of the Open Reaction Database (ORD), a public repository of structured organic reaction records. describe an organic reaction: reactants, conditions, products, and yield Reactants: C(C)NCC (diethylamine), CCCCCC.C(C)O.C(C)NCC (hexane ethanol diethylamine), CCCCCC.C(C)O (hexane ethanol). The product is C1(CCCC2=CC=CC=C12)N1CCNCCC1 (N-(1,2,3,4-Tetrahydro-1-naphthalenyl)homopiperazine). Reaction SMILES: [CH2:1]([NH:3][CH2:4][CH3:5])[CH3:2].[CH3:6][CH2:7][CH2:8][CH2:9][CH2:10][CH3:11].C(O)C.[CH2:15]([NH:17]CC)C.[CH3:20][CH2:21][CH2:22][CH2:23]CC.C(O)C>>[CH:8]1([N:3]2[CH2:4][CH2:5][CH2:15][NH:17][CH2:2][CH2:1]2)[C:7]2[C:20](=[CH:21][CH:22]=[CH:23][CH:6]=2)[CH2:11][CH2:10][CH2:9]1 |f:1.2.3,4.5|. Reported procedure: R(−) N-(1,2,3,4-tetrahydro-1-naphthalenyl)homopiperazine was obtained as the second material to elute on subjecting racemic material (5.3 g), prepared as in Example 2, to preparative Chiral Pak AD HPLC resolution using a hexane/ethanol mixture with modification with diethylamine. The enantiomeric purity was determined on an analytical scale using hexane:ethanol:diethylamine (90:5:.05, v/v) and detection at 220 nm. The solution containing this enantiomer was concentrated using a rotary evaporator...